From a dataset of the Open Reaction Database (ORD), a public repository of structured organic reaction records. describe an organic reaction: reactants, conditions, products, and yield Reactants: BrCCBr, CC(C)=O, CCOC(C)=O, [K+], [K+], O=C([O-])[O-], O=[N+]([O-])c1ccc(O)cc1. The product is O=[N+]([O-])c1ccc(OCCBr)cc1. As a reaction SMILES: [Br:11][CH2:12][CH2:13][Br:14].[CH3:21][C:22](=[O:23])[CH3:24].[CH3:25][CH2:26][O:27][C:28](=[O:29])[CH3:30].[K+:15].[K+:16].[O-:17][C:18]([O-:19])=[O:20].[OH:1][c:2]1[cH:3][cH:4][c:5]([N+:8]([O-:9])=[O:10])[cH:6][cH:7]1>>[O:1]([c:2]1[cH:3][cH:4][c:5]([N+:8]([O-:9])=[O:10])[cH:6][cH:7]1)[CH2:13][CH2:12][Br:11]. Starting materials: Cc1cc(-c2nnc(-c3scc(CC(C)C)c3C)o2)cc(C)c1OCC(O)CO, C1CCOC1, CO, N. Product: Cc1cc(-c2nnc(-c3scc(CC(C)C)c3C)o2)cc(C)c1OCC(O)CN. RXN SMILES: [CH2:1]([CH:2]([CH3:3])[CH3:4])[c:5]1[c:6]([CH3:29])[c:7](-[c:10]2[n:11][n:12][c:13](-[c:15]3[cH:16][c:17]([CH3:28])[c:18]([O:19][CH2:20][CH:21]([CH2:22][OH:23])[OH:24])[c:25]([CH3:27])[cH:26]3)[o:14]2)[s:8][cH:9]1.[CH2:31]1[O:32][CH2:33][CH2:34][CH2:35]1.[CH3:36][OH:37].[NH3:30]>>[CH2:1]([CH:2]([CH3:3])[CH3:4])[c:5]1[c:6]([CH3:29])[c:7](-[c:10]2[n:11][n:12][c:13](-[c:15]3[cH:16][c:17]([CH3:28])[c:18]([O:19][CH2:20][CH:21]([CH2:22][NH2:30])[OH:24])[c:25]([CH3:27])[cH:26]3)[o:14]2)[s:8][cH:9]1. Starting materials: [Al+3], Brc1cccc2cc[nH]c12, CCOC(=O)CCC(=O)O, CCOC(C)=O, [Cl-], [Cl-], [Cl-], [Cl-], ClCCl, O. Yields the product CCOC(=O)CCC(=O)c1c[nH]c2c(Br)cccc12. Reaction SMILES: [Al+3:5].[Br:19][c:20]1[cH:21][cH:22][cH:23][c:24]2[cH:25][cH:26][nH:27][c:28]12.[CH2:9]([CH3:10])[O:11][C:12]([CH2:13][CH2:14][C:15](=[O:16])[OH:17])=[O:18].[CH3:29][CH2:30][O:31][C:32](=[O:33])[CH3:34].[Cl-:4].[Cl-:6].[Cl-:7].[Cl-:8].[Cl:1][CH2:2][Cl:3].[OH2:35]>>[CH2:9]([CH3:10])[O:11][C:12]([CH2:13][CH2:14][C:15](=[O:17])[c:25]1[c:24]2[cH:23][cH:22][cH:21][c:20]([Br:19])[c:28]2[nH:27][cH:26]1)=[O:18]. Reactants: O=C([O-])[O-], BrCC1CCCCC1, [Cu], [K+], [K+], CN(C)C=O, COC(=O)CCCc1ccc(O)c(-c2cc(CCCC(=O)OC)ccc2O)c1. Product: COC(=O)CCCc1ccc(O)c(-c2cc(CCCC(=O)OC)ccc2OCC2CCCCC2)c1. Reaction SMILES: [C:37](=[O:38])([O-:39])[O-:40].[CH:29]1([CH2:35][Br:36])[CH2:30][CH2:31][CH2:32][CH2:33][CH2:34]1.[Cu:43].[K+:41].[K+:42].[O:44]=[CH:45][N:46]([CH3:47])[CH3:48].[OH:1][c:2]1[c:3](-[c:15]2[c:16]([OH:28])[cH:17][cH:18][c:19]([CH2:21][CH2:22][CH2:23][C:24](=[O:25])[O:26][CH3:27])[cH:20]2)[cH:4][c:5]([CH2:8][CH2:9][CH2:10][C:11](=[O:12])[O:13][CH3:14])[cH:6][cH:7]1>>[O:1]([c:2]1[c:3](-[c:15]2[c:16]([OH:28])[cH:17][cH:18][c:19]([CH2:21][CH2:22][CH2:23][C:24](=[O:25])[O:26][CH3:27])[cH:20]2)[cH:4][c:5]([CH2:8][CH2:9][CH2:10][C:11](=[O:12])[O:13][CH3:14])[cH:6][cH:7]1)[CH2:35][CH:29]1[CH2:30][CH2:31][CH2:32][CH2:33][CH2:34]1. Reactants: CP(OCC)(=O)C1=C(C=CC(=C1)Cl)[N+](=O)[O-] (ethyl P-methyl-2-nitro-5-chlorophenylphosphinate), N1=C(C=CC=C1)O (2-pyridyl alcohol). Yields the product CP(OCC)(=O)C1=C(C=CC(=C1)OC1=NC=CC=C1)[N+](=O)[O-] (ethyl P-methyl-2-nitro-5-(2-pyridyloxy)phenylphosphinate). Reaction SMILES: [CH3:1][P:2]([C:7]1[CH:12]=[C:11](Cl)[CH:10]=[CH:9][C:8]=1[N+:14]([O-:16])=[O:15])(=[O:6])[O:3][CH2:4][CH3:5].[N:17]1[CH:22]=[CH:21][CH:20]=[CH:19][C:18]=1[OH:23]>>[CH3:1][P:2]([C:7]1[CH:12]=[C:11]([O:23][C:18]2[CH:19]=[CH:20][CH:21]=[CH:22][N:17]=2)[CH:10]=[CH:9][C:8]=1[N+:14]([O-:16])=[O:15])(=[O:6])[O:3][CH2:4][CH3:5]. Procedure: Following the procedure of Example 17, ethyl P-methyl-2-nitro-5-chlorophenylphosphinate and 2-pyridyl alcohol are reacted together to give ethyl P-methyl-2-nitro-5-(2-pyridyloxy)phenylphosphinate. The reactants are Cc1cccc2c1oc(=O)n2CCCBr, CCCCC1CCNCC1. Product: CCCCC1CCN(CCCn2c(=O)oc3c(C)cccc32)CC1. As a reaction SMILES: [Br:1][CH2:2][CH2:3][CH2:4][n:5]1[c:6](=[O:15])[o:7][c:8]2[c:9]1[cH:10][cH:11][cH:12][c:13]2[CH3:14].[CH2:16]([CH2:17][CH2:18][CH3:19])[CH:20]1[CH2:21][CH2:22][NH:23][CH2:24][CH2:25]1>>[CH2:2]([CH2:3][CH2:4][n:5]1[c:6](=[O:15])[o:7][c:8]2[c:9]1[cH:10][cH:11][cH:12][c:13]2[CH3:14])[N:23]1[CH2:22][CH2:21][CH:20]([CH2:16][CH2:17][CH2:18][CH3:19])[CH2:25][CH2:24]1. The reactants are [Al+3], C1CCOC1, CC(CCN=[N+]=[N-])N(c1cc(F)ccc1F)S(=O)(=O)c1ccc(Cl)cc1, [H-], [H-], [H-], [H-], [Li+], [Na+], [OH-], O. Product: CC(CCN)N(c1cc(F)ccc1F)S(=O)(=O)c1ccc(Cl)cc1. As a reaction SMILES: [Al+3:28].[CH2:36]1[O:37][CH2:38][CH2:39][CH2:40]1.[Cl:1][c:2]1[cH:3][cH:4][c:5]([S:8](=[O:9])(=[O:10])[N:11]([CH:12]([CH2:13][CH2:14][N:15]=[N+:16]=[N-:17])[CH3:18])[c:19]2[c:20]([F:26])[cH:21][cH:22][c:23]([F:25])[cH:24]2)[cH:6][cH:7]1.[H-:27].[H-:30].[H-:31].[H-:32].[Li+:29].[Na+:35].[OH-:34].[OH2:33]>>[Cl:1][c:2]1[cH:3][cH:4][c:5]([S:8](=[O:9])(=[O:10])[N:11]([CH:12]([CH2:13][CH2:14][NH2:15])[CH3:18])[c:19]2[c:20]([F:26])[cH:21][cH:22][c:23]([F:25])[cH:24]2)[cH:6][cH:7]1.